This data is from the Open Reaction Database (ORD), a public repository of structured organic reaction records. The task is: describe an organic reaction: reactants, conditions, products, and yield Reactants: C(C)(=O)N1C(C(C2=CC=C(C=C12)C(=O)OC)=C(C1=CC=CC=C1)OCC)=O (1-acetyl-3-(1-ethoxy-1-phenylmethylene)-6-methoxycarbonyl-2-indolinone), OC1CN(CC1)CC1=CC=C(N)C=C1 (4-((3-hydroxy-pyrrolidin-1-yl)-methyl)-aniline). Yields the product OC1CN(CC1)CC1=CC=C(N\C(\C2=CC=CC=C2)=C\2/C(NC3=CC(=CC=C23)C(=O)OC)=O)C=C1 (3-Z-[1-(4-((3-hydroxy-pyrrolidin-1-yl)-methyl)-anilino)-1-phenyl-methylene]-6-methoxycarbonyl-2-indolinone). Reaction SMILES: C([N:4]1[C:12]2[C:7](=[CH:8][CH:9]=[C:10]([C:13]([O:15][CH3:16])=[O:14])[CH:11]=2)[C:6](=[C:17](OCC)[C:18]2[CH:23]=[CH:22][CH:21]=[CH:20][CH:19]=2)[C:5]1=[O:27])(=O)C.[OH:28][CH:29]1[CH2:33][CH2:32][N:31]([CH2:34][C:35]2[CH:41]=[CH:40][C:38]([NH2:39])=[CH:37][CH:36]=2)[CH2:30]1>>[OH:28][CH:29]1[CH2:33][CH2:32][N:31]([CH2:34][C:35]2[CH:41]=[CH:40][C:38]([NH:39]/[C:17](=[C:6]3\[C:5](=[O:27])[NH:4][C:12]4[C:7]\3=[CH:8][CH:9]=[C:10]([C:13]([O:15][CH3:16])=[O:14])[CH:11]=4)/[C:18]3[CH:19]=[CH:20][CH:21]=[CH:22][CH:23]=3)=[CH:37][CH:36]=2)[CH2:30]1. Procedure: Prepared from 1-acetyl-3-(1-ethoxy-1-phenylmethylene)-6-methoxycarbonyl-2-indolinone and 4-((3-hydroxy-pyrrolidin-1-yl)-methyl)-aniline Rf value: 0.1 (silica gel, methylene chloride/methanol=10:1) C28H27N3O4 The reactants are ClCCl, CC1=NC(CO)C(c2ccccc2)O1, O=S(Cl)Cl. Yields the product CC1=NC(CCl)C(c2ccccc2)O1. As a reaction SMILES: [CH2:19]([Cl:20])[Cl:21].[CH3:1][C:2]1=[N:6][CH:5]([CH2:7][OH:8])[CH:4]([c:9]2[cH:10][cH:11][cH:12][cH:13][cH:14]2)[O:3]1.[S:15]([Cl:16])([Cl:17])=[O:18]>>[CH3:1][C:2]1=[N:6][CH:5]([CH2:7][Cl:17])[CH:4]([c:9]2[cH:10][cH:11][cH:12][cH:13][cH:14]2)[O:3]1. Starting materials: O (H2O), FC(C=1C=C(CN(C(=O)C=2C(=NC(=NC2)COS(=O)(=O)C)C2=CC=CC=C2)C)C=C(C1)C(F)(F)F)(F)F (methanesulfonic acid 5-[(3,5-bis-trifluoromethyl-benzyl)-methyl-carbamoyl]-4-phenyl-pyrimidin-2-ylmethyl ester), CNC (dimethylamin). Run in C(Cl)Cl (CH2Cl2), C(C)O (ethanol). Reaction conditions: time 16 hour. Product: FC(C=1C=C(CN(C(=O)C=2C(=NC(=NC2)CN(C)C)C2=CC=CC=C2)C)C=C(C1)C(F)(F)F)(F)F (2-dimethylaminomethyl-4-phenyl-pyrimidine-5-carboxylic acid (3,5-bis-trifluoromethyl-benzyl)-methyl-amide). The yield is 90.0%. As a reaction SMILES: [F:1][C:2]([F:37])([F:36])[C:3]1[CH:4]=[C:5]([CH:29]=[C:30]([C:32]([F:35])([F:34])[F:33])[CH:31]=1)[CH2:6][N:7]([CH3:28])[C:8]([C:10]1[C:11]([C:22]2[CH:27]=[CH:26][CH:25]=[CH:24][CH:23]=2)=[N:12][C:13]([CH2:16]OS(C)(=O)=O)=[N:14][CH:15]=1)=[O:9].[CH3:38][NH:39][CH3:40].O>C(Cl)Cl.C(O)C>[F:34][C:32]([F:33])([F:35])[C:30]1[CH:29]=[C:5]([CH:4]=[C:3]([C:2]([F:36])([F:1])[F:37])[CH:31]=1)[CH2:6][N:7]([CH3:28])[C:8]([C:10]1[C:11]([C:22]2[CH:23]=[CH:24][CH:25]=[CH:26][CH:27]=2)=[N:12][C:13]([CH2:16][N:39]([CH3:40])[CH3:38])=[N:14][CH:15]=1)=[O:9]. Procedure details: To a solution of 0.40 g (0.73 mmol) methanesulfonic acid 5-[(3,5-bis-trifluoromethyl-benzyl)-methyl-carbamoyl]-4-phenyl-pyrimidin-2-ylmethyl ester in 5 ml CH2Cl2 1 ml 5.6 m dimethylamin-solution in ethanol were added. The reaction mixture was stirred for 16 hrs. at RT. The reaction mixture was poured into H2O and extracted three times with 50 ml CH2Cl2. The combined organic layers were dried (MgSO4), filtered and evaporated. The residue was purified by chromatography (SiO2, CH2Cl2/MeOH 20:1) to ... Procedure details: 4-Trimethylsilyloxycyclohexylacetylene (20 mmol) was dissolved in THF (20 ml), followed by dropwise adding a n-butyllithium-hexane solution (1.61M, 12.4 ml) while stirring the above solution under ice cooling, stirring the reaction solution under ice cooling for 30 minutes, dropwise adding a solution of 2-(4-pentylcyclohexyl)acetaldehyde (4.0 g) in THF (10 ml), raising the temperature of the reaction solution up to room temperature after completion of the dropwise addition, stirring it for 5 hou... As a reaction SMILES: [CH3:1][Si:2]([CH3:13])([CH3:12])[O:3][CH:4]1[CH2:9][CH2:8][CH:7]([C:10]#[CH:11])[CH2:6][CH2:5]1.[CH2:14]([CH:19]1[CH2:24][CH2:23][CH:22]([CH2:25][CH:26]=[O:27])[CH2:21][CH2:20]1)[CH2:15][CH2:16][CH2:17][CH3:18].Cl>C1COCC1>[CH3:1][Si:2]([CH3:12])([CH3:13])[O:3][CH:4]1[CH2:9][CH2:8][CH:7]([C:10]#[C:11][CH:26]([OH:27])[CH2:25][CH:22]2[CH2:23][CH2:24][CH:19]([CH2:14][CH2:15][CH2:16][CH2:17][CH3:18])[CH2:20][CH2:21]2)[CH2:6][CH2:5]1. Yields the product C[Si](OC1CCC(CC1)C#CC(CC1CCC(CC1)CCCCC)O)(C)C (1-(4-trimethylsilyloxycyclohexyl)-4-(4-pentylcyclohexyl)-1-butyn-3-ol). The solvent is C1CCOC1 (THF), C1CCOC1 (THF). Reactants: C(CCCC)C1CCC(CC1)CC=O (2-(4-pentylcyclohexyl)acetaldehyde), C[Si](OC1CCC(CC1)C#C)(C)C (4-Trimethylsilyloxycyclohexylacetylene), Cl (hydrochloric acid), raw solution. Isolated yield 63.7%. The reactants are CC(C)OC(=O)OCI, O=C([O-])[O-], CCCC[N+](CCCC)(CCCC)CCCC, CC1COC2Cn3cc(C(=O)NCc4ccc(F)cc4F)c(=O)c(O)c3C(=O)N12, [K+], [K+], [Na], O=S(=O)([O-])O. Yields the product CC(C)OC(=O)OCOc1c2n(cc(C(=O)NCc3ccc(F)cc3F)c1=O)CC1OCC(C)N1C2=O. RXN SMILES: [C:1]([O:2][CH2:3][I:4])([O:5][CH:6]([CH3:7])[CH3:8])=[O:9].[C:40](=[O:41])([O-:42])[O-:43].[CH2:51]([N+:52]([CH2:53][CH2:54][CH2:55][CH3:56])([CH2:57][CH2:58][CH2:59][CH3:60])[CH2:61][CH2:62][CH2:63][CH3:64])[CH2:65][CH2:66][CH3:67].[F:11][c:12]1[c:13]([CH2:19][NH:20][C:21](=[O:22])[c:23]2[c:24](=[O:39])[c:25]([OH:38])[c:26]3[n:27]([cH:37]2)[CH2:28][CH:29]2[N:30]([C:31]3=[O:32])[CH:33]([CH3:36])[CH2:34][O:35]2)[cH:14][cH:15][c:16]([F:18])[cH:17]1.[K+:44].[K+:45].[Na:10].[S:46]([O-:47])([OH:48])(=[O:49])=[O:50]>>[C:1]([O:2][CH2:3][O:38][c:25]1[c:24](=[O:39])[c:23]([C:21]([NH:20][CH2:19][c:13]2[c:12]([F:11])[cH:17][c:16]([F:18])[cH:15][cH:14]2)=[O:22])[cH:37][n:27]2[c:26]1[C:31](=[O:32])[N:30]1[CH:29]([CH2:28]2)[O:35][CH2:34][CH:33]1[CH3:36])([O:5][CH:6]([CH3:7])[CH3:8])=[O:9]. Starting materials: CN(C(=O)N1C(NC(=C(C1C1=CC(=CC=C1)[N+](=O)[O-])C(=O)OC(C)(C)C)C)=O)C (3-[(dimethylamino)carbonyl]-1,2,3,4-tetrahydro-6-methyl-4-(3-nitrophenyl)-2-oxo-5-pyrimidinecarboxylic acid, t-butyl ester), FC(C(=O)O)(F)F (trifluoroacetic acid). Solvent: C(Cl)(Cl)Cl (chloroform). Run at time 2.5 hour. Product: CN(C(=O)N1C(NC(=C(C1C1=CC(=CC=C1)[N+](=O)[O-])C(=O)O)C)=O)C (3-[(Dimethylamino)carbonyl]-1,2,3,4-tetrahydro-6-methyl-4-(3-nitrophenyl)-2-oxo-5-pyrimidinecarboxylic acid). Yield: 65.2%. Reaction SMILES: [CH3:1][N:2]([CH3:29])[C:3]([N:5]1[CH:10]([C:11]2[CH:16]=[CH:15][CH:14]=[C:13]([N+:17]([O-:19])=[O:18])[CH:12]=2)[C:9]([C:20]([O:22]C(C)(C)C)=[O:21])=[C:8]([CH3:27])[NH:7][C:6]1=[O:28])=[O:4].FC(F)(F)C(O)=O>C(Cl)(Cl)Cl>[CH3:29][N:2]([CH3:1])[C:3]([N:5]1[CH:10]([C:11]2[CH:16]=[CH:15][CH:14]=[C:13]([N+:17]([O-:19])=[O:18])[CH:12]=2)[C:9]([C:20]([OH:22])=[O:21])=[C:8]([CH3:27])[NH:7][C:6]1=[O:28])=[O:4]. Procedure: A solution of 3-[(dimethylamino)carbonyl]-1,2,3,4-tetrahydro-6-methyl-4-(3-nitrophenyl)-2-oxo-5-pyrimidinecarboxylic acid, t-butyl ester (230 mg, 0.59 mmol) in chloroform (4.0 ml) was treated with trifluoroacetic acid (1.2 ml) at ambient temperature under argon. Aftr stirring for 2.5 hours, the reaction was evaporated, coevaporated with toluene and crystallized from ethanol/ether to give the title compound as colorless crystals (134 mg), melting point 193°-195° C. TLC (5% methanol/dichloromethan... Starting materials: material, P(OC1=CC=CC=C1)(OC1=CC=CC=C1)[O-] (Diphenyl phosphite), C([O-])(O)=O.[Na+] (sodium bicarbonate), Cl.C(C1=CC=CC=C1)OC([C@H](CC1=CC=C(C=C1)C1=CC=CC=C1)N)=O ((S)-2-amino-3-(biphenyl-4-yl)-propionic acid benzyl ester hydrochloride), C=O (formaldehyde). Run in C1(=CC=CC=C1)C (toluene), C(C)(=O)OCC (ethyl acetate), O (water). Run at time 5 minute. Product: C(C1=CC=CC=C1)OC([C@H](CC1=CC=C(C=C1)C1=CC=CC=C1)NCP(=O)(OC1=CC=CC=C1)OC1=CC=CC=C1)=O ((S)-3-(biphenyl-4-yl)-2-[(diphenylphosphonomethyl)-amino]-propionic acid benzyl ester). As a reaction SMILES: Cl.[CH2:2]([O:9][C:10](=[O:26])[C@@H:11]([NH2:25])[CH2:12][C:13]1[CH:18]=[CH:17][C:16]([C:19]2[CH:24]=[CH:23][CH:22]=[CH:21][CH:20]=2)=[CH:15][CH:14]=1)[C:3]1[CH:8]=[CH:7][CH:6]=[CH:5][CH:4]=1.[C:27](=O)(O)[O-].[Na+].C=O.[P:34]([O-:49])([O:42][C:43]1[CH:48]=[CH:47][CH:46]=[CH:45][CH:44]=1)[O:35][C:36]1[CH:41]=[CH:40][CH:39]=[CH:38][CH:37]=1>C(OCC)(=O)C.O.C1(C)C=CC=CC=1>[CH2:2]([O:9][C:10](=[O:26])[C@@H:11]([NH:25][CH2:27][P:34]([O:42][C:43]1[CH:48]=[CH:47][CH:46]=[CH:45][CH:44]=1)([O:35][C:36]1[CH:37]=[CH:38][CH:39]=[CH:40][CH:41]=1)=[O:49])[CH2:12][C:13]1[CH:14]=[CH:15][C:16]([C:19]2[CH:20]=[CH:21][CH:22]=[CH:23][CH:24]=2)=[CH:17][CH:18]=1)[C:3]1[CH:4]=[CH:5][CH:6]=[CH:7][CH:8]=1 |f:0.1,2.3|. Procedure: To a stirred mixture of (S)-2-amino-3-(biphenyl-4-yl)-propionic acid benzyl ester hydrochloride (4.7 g, 12.8 mmol) in ethyl acetate (100 mL) and water (100 mL) at 5° is added sodium bicarbonate (1.13 g, 13.5 mmol). The solution is stirred for 5 minutes, then aqueous formaldehyde (37% aq., 1.25 mL, 16.6 mmol) is added. The mixture is allowed to warm slowly to room temperature while being stirred vigorously for 18 hours. The organic layer is separated and the aqueous layer extracted with ethyl ace... Reactants: ClC1=C(C=O)C=CC=C1 (2-chlorobenzaldehyde), [OH-].[Na+] (sodium hydroxide), CS (methanethiol), [Na].CS (methanethiol sodium salt). The reagents and catalysts are [Br-].C(CCC)[N+](CCCC)(CCCC)CCCC (tetra-n-butylammonium bromide). The solvent is O (water). Yields the product CC1=C(C=S)C=CC=C1 (2-methylthiobenzaldehyde). The yield is 106.1%. Reaction SMILES: [OH-].[Na+].[CH3:3][SH:4].[Na].CS.Cl[C:9]1[CH:16]=[CH:15][CH:14]=[CH:13][C:10]=1[CH:11]=O>[Br-].C([N+](CCCC)(CCCC)CCCC)CCC.O>[CH3:11][C:10]1[CH:13]=[CH:14][CH:15]=[CH:16][C:9]=1[CH:3]=[S:4] |f:0.1,3.4,6.7,^1:4|. Reported procedure: A four-necked flask of 200 ml capacity, equipped with a stirrer, thermometer and reflux condensor, was charged with 11.2 g (0.28 mol) of sodium hydroxide and 80 g of water under a nitrogen atmosphere and 13.5 g (0.28 mol) of methanethiol was bubbled through the charge at room temperature for about 1 hour to prepare an aqueous solution of methanethiol sodium salt. To this aqueous solution was added 28.1 g (0.2 mol) of 2-chlorobenzaldehyde and the reaction was conducted in the presence of 1.1 g of... Starting materials: CCCNCCC, CN(C)C=O, O=C1c2ccccc2-n2cnc(-c3nnc(CCl)o3)c2C2CCN12. RXN SMILES: [CH2:1]([CH2:2][CH3:3])[NH:4][CH2:5][CH2:6][CH3:7].[CH3:32][N:33]([CH3:34])[CH:35]=[O:36].[Cl:8][CH2:9][c:10]1[n:11][n:12][c:13](-[c:15]2[n:16][cH:17][n:18]3[c:19]2[CH:20]2[N:21]([C:22](=[O:29])[c:23]4[c:24]-3[cH:25][cH:26][cH:27][cH:28]4)[CH2:30][CH2:31]2)[o:14]1>>[CH2:1]([CH2:2][CH3:3])[N:4]([CH2:5][CH2:6][CH3:7])[CH2:9][c:10]1[n:11][n:12][c:13](-[c:15]2[n:16][cH:17][n:18]3[c:19]2[CH:20]2[N:21]([C:22](=[O:29])[c:23]4[c:24]-3[cH:25][cH:26][cH:27][cH:28]4)[CH2:30][CH2:31]2)[o:14]1. Product: CCCN(CCC)Cc1nnc(-c2ncn3c2C2CCN2C(=O)c2ccccc2-3)o1.